This data is from the Open Reaction Database (ORD), a public repository of structured organic reaction records. The task is: describe an organic reaction: reactants, conditions, products, and yield The reactants are O (water), ClC1=CC=C(C=C1)C1CC12C(N(C1=CC=CC=C21)COC(C2=CC=CC=C2)=O)=O (((2-(4-chlorophenyl)-2′-oxospiro[cyclo-propane-1,3′-indoline]-1′-yl)methyl)benzoate), [OH-].[Li+] (lithium hydroxide). Run in CO (methanol). Conditions: time 14 hour. Yields the product ClC1=CC=C(C=C1)[C@H]1C[C@]12C(N(C1=CC=CC=C21)CC=2C=C(C(=O)O)C=CC2)=O ((1S,2R)-3-((2-(4-chlorophenyl)-2′-oxospiro[cyclopropane-1,3′-indoline]-1′-yl)methyl)benzoic acid). As a reaction SMILES: [Cl:1][C:2]1[CH:7]=[CH:6][C:5]([CH:8]2[C:10]3([C:18]4[C:13](=[CH:14][CH:15]=[CH:16][CH:17]=4)[N:12]([CH2:19]OC(=O)C4C=CC=CC=4)[C:11]3=[O:29])[CH2:9]2)=[CH:4][CH:3]=1.[OH2:30].[OH-:31].[Li+]>CO>[Cl:1][C:2]1[CH:3]=[CH:4][C:5]([C@@H:8]2[C@:10]3([C:18]4[C:13](=[CH:14][CH:15]=[CH:16][CH:17]=4)[N:12]([CH2:19][C:3]4[CH:4]=[C:5]([CH:6]=[CH:7][CH:2]=4)[C:8]([OH:31])=[O:30])[C:11]3=[O:29])[CH2:9]2)=[CH:6][CH:7]=1 |f:2.3|. Procedure: (1R,2S) and (1S,2R)-methyl-3-(((2-(4-chlorophenyl)-2′-oxospiro[cyclo-propane-1,3′-indoline]-1′-yl)methyl)benzoate (48 mg) was dissolved in 1 mL of methanol; then 0.1 mL of water was added followed by lithium hydroxide (10 mg). The mixture was stirred for 14 hours at room temperature. The solvent was removed under reduced pressure. The residue was dissolved in 2 mL of DMF and purified by preparative HPLC to give the title compound as white powder (10 mg). LC/MS m/e calcd. for C24H18ClNO3: 403, ob... The reactants are BrB(Br)Br, COc1cccc(C2C(Cn3nnc(-c4cccnc4)n3)OC(=O)N2c2ccc(Cl)cc2)c1, ClCCl. Product: O=C1OC(Cn2nnc(-c3cccnc3)n2)C(c2cccc(O)c2)N1c1ccc(Cl)cc1. Reaction SMILES: [B:34]([Br:35])([Br:36])[Br:37].[Cl:1][c:2]1[cH:3][cH:4][c:5]([N:8]2[C:9](=[O:33])[O:10][CH:11]([CH2:21][n:22]3[n:23][c:24](-[c:27]4[cH:28][n:29][cH:30][cH:31][cH:32]4)[n:25][n:26]3)[CH:12]2[c:13]2[cH:14][c:15]([O:19][CH3:20])[cH:16][cH:17][cH:18]2)[cH:6][cH:7]1.[Cl:38][CH2:39][Cl:40]>>[Cl:1][c:2]1[cH:3][cH:4][c:5]([N:8]2[C:9](=[O:33])[O:10][CH:11]([CH2:21][n:22]3[n:23][c:24](-[c:27]4[cH:28][n:29][cH:30][cH:31][cH:32]4)[n:25][n:26]3)[CH:12]2[c:13]2[cH:14][c:15]([OH:19])[cH:16][cH:17][cH:18]2)[cH:6][cH:7]1. Reactants: O=C(c1ccccc1)c1ccc(Br)cc1, [C-]#N, CNCCNC, CCOC(C)=O, Cc1ccccc1, [Cu]I, [NH4+], [Na+], [OH-], O. The product is N#Cc1ccc(C(=O)c2ccccc2)cc1. RXN SMILES: [Br:4][c:5]1[cH:6][cH:7][c:8]([C:11](=[O:12])[c:13]2[cH:14][cH:15][cH:16][cH:17][cH:18]2)[cH:9][cH:10]1.[C-:1]#[N:2].[CH3:19][NH:20][CH2:21][CH2:22][NH:23][CH3:24].[CH3:30][CH2:31][O:32][C:33](=[O:34])[CH3:35].[CH3:36][c:37]1[cH:38][cH:39][cH:40][cH:41][cH:42]1.[Cu:27][I:28].[NH4+:25].[Na+:3].[OH-:26].[OH2:29]>>[c:5]1([C:19]#[N:20])[cH:6][cH:7][c:8]([C:11](=[O:12])[c:13]2[cH:14][cH:15][cH:16][cH:17][cH:18]2)[cH:9][cH:10]1. The reactants are CCOC(=O)c1c(C)nc2cccc(OCC(C)N)c2c1N, O=C(O)c1cccc2c1OCCO2. Yields the product CCOC(=O)c1c(C)nc2cccc(OCC(C)NC(=O)c3cccc4c3OCCO4)c2c1N. As a reaction SMILES: [NH2:1][c:2]1[c:3]([C:18](=[O:19])[O:20][CH2:21][CH3:22])[c:4]([CH3:17])[n:5][c:6]2[cH:7][cH:8][cH:9][c:10]([O:12][CH2:13][CH:14]([CH3:15])[NH2:16])[c:11]12.[O:23]1[c:24]2[c:25]([c:29]([C:33](=[O:34])[OH:35])[cH:30][cH:31][cH:32]2)[O:26][CH2:27][CH2:28]1>>[NH2:1][c:2]1[c:3]([C:18](=[O:19])[O:20][CH2:21][CH3:22])[c:4]([CH3:17])[n:5][c:6]2[cH:7][cH:8][cH:9][c:10]([O:12][CH2:13][CH:14]([CH3:15])[NH:16][C:33]([c:29]3[c:25]4[c:24]([cH:32][cH:31][cH:30]3)[O:23][CH2:28][CH2:27][O:26]4)=[O:34])[c:11]12.